Dataset: the Open Reaction Database (ORD), a public repository of structured organic reaction records. Task: describe an organic reaction: reactants, conditions, products, and yield RXN SMILES: [ClH:26].[F:1][c:2]1[cH:3][cH:4][c:5](-[c:8]2[n:9][nH:10][c:11]3[cH:12][cH:13][c:14]([CH:17]=[CH:18][C:19](=[O:20])[O:21][CH2:22][CH3:23])[cH:15][c:16]23)[cH:6][cH:7]1.[Li+:24].[O:27]1[CH2:28][CH2:29][CH2:30][CH2:31]1.[OH-:25].[OH2:32]>>[F:1][c:2]1[cH:3][cH:4][c:5](-[c:8]2[n:9][nH:10][c:11]3[cH:12][cH:13][c:14]([CH:17]=[CH:18][C:19](=[O:20])[OH:21])[cH:15][c:16]23)[cH:6][cH:7]1. Yields the product O=C(O)C=Cc1ccc2[nH]nc(-c3ccc(F)cc3)c2c1. The reactants are Cl, CCOC(=O)C=Cc1ccc2[nH]nc(-c3ccc(F)cc3)c2c1, [Li+], C1CCOC1, [OH-], O. The reactants are C(Cl)Cl (methylene chloride), NC1=C(C(=O)N(CCC2=CC(=CC=C2)C(F)(F)F)CC2=CC=C(C=C2)C(C)(C)C)C=C(C=C1)C (2-Amino-N-(4-tert-butyl-benzyl)-5-methyl-N-[2-(3-trifluoromethyl-phenyl)-ethyl]-benzamide), O (water), BrN1C(CCC1=O)=O (N-bromosuccinimide). Solvent: C(C)#N (acetonitrile). Conditions: temperature 75 celsius. The product is NC1=C(C(=O)N(CCC2=CC(=CC=C2)C(F)(F)F)CC2=CC=C(C=C2)C(C)(C)C)C=C(C=C1Br)C (2-Amino-3-bromo-N-(4-tert-butyl-benzyl)-5-methyl-N-[2-(3-trifluoromethyl-phenyl)-ethyl]-benzamide). Isolated yield 71.4%. Reaction SMILES: [NH2:1][C:2]1[CH:33]=[CH:32][C:31]([CH3:34])=[CH:30][C:3]=1[C:4]([N:6]([CH2:19][C:20]1[CH:25]=[CH:24][C:23]([C:26]([CH3:29])([CH3:28])[CH3:27])=[CH:22][CH:21]=1)[CH2:7][CH2:8][C:9]1[CH:14]=[CH:13][CH:12]=[C:11]([C:15]([F:18])([F:17])[F:16])[CH:10]=1)=[O:5].[Br:35]N1C(=O)CCC1=O.O.C(Cl)Cl>C(#N)C>[NH2:1][C:2]1[C:33]([Br:35])=[CH:32][C:31]([CH3:34])=[CH:30][C:3]=1[C:4]([N:6]([CH2:19][C:20]1[CH:21]=[CH:22][C:23]([C:26]([CH3:29])([CH3:28])[CH3:27])=[CH:24][CH:25]=1)[CH2:7][CH2:8][C:9]1[CH:14]=[CH:13][CH:12]=[C:11]([C:15]([F:16])([F:17])[F:18])[CH:10]=1)=[O:5]. Procedure details: 2-Amino-N-(4-tert-butyl-benzyl)-5-methyl-N-[2-(3-trifluoromethyl-phenyl)-ethyl]-benzamide (60 mg, 0.128 mmol) was dissolved in acetonitrile (2 ml) and N-bromosuccinimide (23 mg, 0.128 mmol) was added. The reaction was heated to 75° C. for 4 h. The reaction mixture was cooled to RT and partitionated between water and methylene chloride. The aqueous layer was extracted with methylene chloride and the combined organic phase was dried (MgSO4), filtered and concentrated in vacuo to give the desired p...